Dataset: the Open Reaction Database (ORD), a public repository of structured organic reaction records. Task: describe an organic reaction: reactants, conditions, products, and yield Starting materials: [H-].[Na+] (sodium hydride), CC(=CCCC(CC(=O)OC)=O)CCC=C(C)C (methyl 7,11-dimethyl-3-oxo-6,10-dodecadienoate), C(C)(C)O (isopropanol), C(C)(C)O (isopropanol), Cl (hydrochloric acid), O (water), C(C)(C)O (isopropanol). The product is CC(=CCCC(CC(=O)OC(C)C)=O)CCC=C(C)C (isopropyl 7,11dimethyl-3-oxo-6,10-dodecadienoate). As a reaction SMILES: [H-].[Na+].[CH3:3][C:4]([CH2:15][CH2:16][CH:17]=[C:18]([CH3:20])[CH3:19])=[CH:5][CH2:6][CH2:7][C:8](=[O:14])[CH2:9][C:10](OC)=[O:11].O.Cl.[CH:23]([OH:26])([CH3:25])[CH3:24]>>[CH3:3][C:4]([CH2:15][CH2:16][CH:17]=[C:18]([CH3:20])[CH3:19])=[CH:5][CH2:6][CH2:7][C:8](=[O:14])[CH2:9][C:10]([O:26][CH:23]([CH3:25])[CH3:24])=[O:11] |f:0.1|. Procedure details: A solution of 1.92 g of sodium hydride in 200 ml of isopropanol was added to a boiling mixture of 10 g of the product of Example 3 and 200 ml of isopropanol and the volume was held constant by replacing proportionately the distillate with isopropanol for 2 hours. After cooling, the mixture was poured into water and acidified with concentrated hydrochloric acid. The mixture was extracted with ethyl acetate and the extract was washed with water, dried over sodium sulfate and evaporated to dryness.... Reactants: Fc1ccc(Br)cc1Cl, CS(=O)(=O)c1ccc(-c2cn[nH]c(=O)c2-c2ccc(Cl)cc2)cc1. The product is CS(=O)(=O)c1ccc(-c2cnn(-c3ccc(F)c(Cl)c3)c(=O)c2-c2ccc(Cl)cc2)cc1. Reaction SMILES: [Br:25][c:26]1[cH:27][c:28]([Cl:33])[c:29]([F:32])[cH:30][cH:31]1.[Cl:1][c:2]1[cH:3][cH:4][c:5](-[c:8]2[c:9](=[O:24])[nH:10][n:11][cH:12][c:13]2-[c:14]2[cH:15][cH:16][c:17]([S:20](=[O:21])(=[O:22])[CH3:23])[cH:18][cH:19]2)[cH:6][cH:7]1>>[Cl:1][c:2]1[cH:3][cH:4][c:5](-[c:8]2[c:9](=[O:24])[n:10](-[c:26]3[cH:27][c:28]([Cl:33])[c:29]([F:32])[cH:30][cH:31]3)[n:11][cH:12][c:13]2-[c:14]2[cH:15][cH:16][c:17]([S:20](=[O:21])(=[O:22])[CH3:23])[cH:18][cH:19]2)[cH:6][cH:7]1. Reactants: [Br-], [Br-], [Br-], ClCCl, C[N+](C)(C)c1ccccc1, Cc1c2n(c3ccccc13)CCCC2=O, C[N+](C)(C)c1ccccc1, C[N+](C)(C)c1ccccc1. Product: Cc1c2n(c3ccccc13)CCC(Br)C2=O. As a reaction SMILES: [Br-:16].[Br-:17].[Br-:18].[CH2:49]([Cl:50])[Cl:51].[CH3:19][N+:20]([CH3:21])([CH3:22])[c:23]1[cH:24][cH:25][cH:26][cH:27][cH:28]1.[CH3:1][c:2]1[c:3]2[n:4]([c:5]3[cH:6][cH:7][cH:8][cH:9][c:10]13)[CH2:11][CH2:12][CH2:13][C:14]2=[O:15].[CH3:29][N+:30]([c:31]1[cH:32][cH:33][cH:34][cH:35][cH:36]1)([CH3:37])[CH3:38].[CH3:39][N+:40]([c:41]1[cH:42][cH:43][cH:44][cH:45][cH:46]1)([CH3:47])[CH3:48]>>[CH3:1][c:2]1[c:3]2[n:4]([c:5]3[cH:6][cH:7][cH:8][cH:9][c:10]13)[CH2:11][CH2:12][CH:13]([Br:16])[C:14]2=[O:15]. Starting materials: S(=O)(Cl)Cl (thionyl chloride), Cl.CNC(CC(=O)O)C(C1=CC=CC=C1)C1=CC=CC=C1 (3-methylamino-4,4-diphenyl-butyric acid hydrochloride), CO (methanol). Product: Cl.COC(CC(C(C1=CC=CC=C1)C1=CC=CC=C1)NC)=O (3-Methylamino-4,4-diphenyl-butanoic acid methyl ester hydrochloride). As a reaction SMILES: S(Cl)([Cl:3])=O.Cl.[CH3:6][NH:7][CH:8]([CH:13]([C:20]1[CH:25]=[CH:24][CH:23]=[CH:22][CH:21]=1)[C:14]1[CH:19]=[CH:18][CH:17]=[CH:16][CH:15]=1)[CH2:9][C:10]([OH:12])=[O:11].[CH3:26]O>>[ClH:3].[CH3:26][O:11][C:10](=[O:12])[CH2:9][CH:8]([NH:7][CH3:6])[CH:13]([C:20]1[CH:21]=[CH:22][CH:23]=[CH:24][CH:25]=1)[C:14]1[CH:15]=[CH:16][CH:17]=[CH:18][CH:19]=1 |f:1.2,4.5|. Reported procedure: 3 ml (40.9 mmol) of thionyl chloride are added dropwise at 0° C. to a fine suspension of 6.2 g (20.4 mmol) of 3-methylamino-4,4-diphenyl-butyric acid hydrochloride in 70 ml of methanol. After a total of 88 hours at room temperature the reaction mixture is concentrated by evaporation and ether is added. The beige precipitate is filtered off, then washed with ether and dried under a high vacuum. The title compound is obtained in the form of a beige solid. Rt (HPLC)=11.2 min; 1H-NMR (300 MHz, d6 -D... Starting materials: [Cr](=O)(=O)([O-])O[Cr](=O)(=O)[O-].[NH+]1=CC=CC=C1.[NH+]1=CC=CC=C1 (Pyridinium dichromate), ClC=1C=C(CN2CCC(CC2)CC(C(C)C)O)C=CC1Cl (1(RS)-[1-(3,4-dichlorobenzyl)piperidin-4-ylmethyl]-2-methylpropanol). Run in CN(C=O)C (dimethylformamide). Reaction conditions: temperature 0 celsius. The product is ClC=1C=C(CN2CCC(CC2)CC(C(C)C)=O)C=CC1Cl (1-[1-(3,4-dichlorobenzyl)piperidin-4-yl]-3-methyl-2-butanone). Isolated yield 65.0%. RXN SMILES: [Cr](O[Cr]([O-])(=O)=O)([O-])(=O)=O.[NH+]1C=CC=CC=1.[NH+]1C=CC=CC=1.[Cl:22][C:23]1[CH:24]=[C:25]([CH:39]=[CH:40][C:41]=1[Cl:42])[CH2:26][N:27]1[CH2:32][CH2:31][CH:30]([CH2:33][CH:34]([OH:38])[CH:35]([CH3:37])[CH3:36])[CH2:29][CH2:28]1>CN(C)C=O>[Cl:22][C:23]1[CH:24]=[C:25]([CH:39]=[CH:40][C:41]=1[Cl:42])[CH2:26][N:27]1[CH2:32][CH2:31][CH:30]([CH2:33][C:34](=[O:38])[CH:35]([CH3:37])[CH3:36])[CH2:29][CH2:28]1 |f:0.1.2|. Procedure details: Pyridinium dichromate (4.0 g, 10.63 mmol) was added to a solution of 1(RS)-[1-(3,4-dichlorobenzyl)piperidin-4-ylmethyl]-2-methylpropanol (0.5 g, 1.5 mmol) in dimethylformamide (25 ml) at 0° C. The resulting solution was stirred at 0° C. until the starting material was consumed and then quenched with water, basified with 2N sodium hydroxide and extracted with ethyl acetate. The organic layer was washed with water, brine, and dried over sodium sulfate. The residue was purified on silica gel with 2... Starting materials: O=C1CCC(=O)N1Br, CC#N, Clc1ccc(CNc2cccc(Cl)n2)cc1, O. Yields the product Clc1ccc(CNc2ccc(Br)c(Cl)n2)cc1. As a reaction SMILES: [Br:17][N:18]1[C:19](=[O:20])[CH2:21][CH2:22][C:23]1=[O:24].[CH3:26][C:27]#[N:28].[Cl:1][c:2]1[cH:3][cH:4][c:5]([CH2:6][NH:7][c:8]2[n:9][c:10]([Cl:14])[cH:11][cH:12][cH:13]2)[cH:15][cH:16]1.[OH2:25]>>[Cl:1][c:2]1[cH:3][cH:4][c:5]([CH2:6][NH:7][c:8]2[n:9][c:10]([Cl:14])[c:11]([Br:17])[cH:12][cH:13]2)[cH:15][cH:16]1. Isolated yield 93.9%. Run in O (water), C(C)(=O)O (acetic acid), Cl (hydrochloric acid). Procedure: A solution of 4-acetamido-5-bromo-2-chlorotoluene (64 g, 0.245 mol) in glacial acetic acid (48 ml) and concentrated hydrochloric acid (96 ml) was heated at 118° C. for 24 h. The reaction mixture was allowed to cool to room temperature, diluted with water (200 ml), cooled in an ice-bath and the pH was. adjusted to 5 with a aqueous solution of NaOH (50% w/v). The precipitate was collected by filtration washed with water, and dried in vacuo over P2O5 to afford a white solid (50.7 g, 94%), mp 90° C. Product: BrC1=C(N)C=C(C(=C1)C)Cl (2-Bromo-5-chloro-4-methylaniline). As a reaction SMILES: C([NH:4][C:5]1[C:10]([Br:11])=[CH:9][C:8]([CH3:12])=[C:7]([Cl:13])[CH:6]=1)(=O)C.[OH-].[Na+]>C(O)(=O)C.Cl.O>[Br:11][C:10]1[CH:9]=[C:8]([CH3:12])[C:7]([Cl:13])=[CH:6][C:5]=1[NH2:4] |f:1.2|. Starting materials: C(C)(=O)NC1=CC(=C(C=C1Br)C)Cl (4-acetamido-5-bromo-2-chlorotoluene), [OH-].[Na+] (NaOH). Starting materials: CCCCCCCCc1ccc(CO)cc1, CCOCC, BrP(Br)Br. Product: CCCCCCCCc1ccc(CBr)cc1. RXN SMILES: [CH2:5]([CH2:6][CH2:7][CH2:8][CH2:9][CH2:10][CH2:11][CH3:12])[c:13]1[cH:14][cH:15][c:16]([CH2:17][OH:18])[cH:19][cH:20]1.[CH3:21][CH2:22][O:23][CH2:24][CH3:25].[P:1]([Br:2])([Br:3])[Br:4]>>[Br:2][CH2:17][c:16]1[cH:15][cH:14][c:13]([CH2:5][CH2:6][CH2:7][CH2:8][CH2:9][CH2:10][CH2:11][CH3:12])[cH:20][cH:19]1.